Dataset: the Open Reaction Database (ORD), a public repository of structured organic reaction records. Task: describe an organic reaction: reactants, conditions, products, and yield The reactants are C[Si](C)(C)[N-][Si](C)(C)C.[Na+] (NaHMDS), C(C(C)C)#N (isobutyronitrile), C(C)OCC (diethyl ether), C(/C)=N\[S@](=O)C(C)(C)C ((R)-2-methyl-propane-2-sulfinic acid (E)-ethylideneamide). Solvent: C1CCOC1 (THF). Conditions: temperature -78 celsius, time 30 minute. Product: C(#N)C([C@H](C)N[S@](=O)C(C)(C)C)(C)C ((R)-2-methyl-propane-2-sulfinic acid ((S)-2-cyano-1,2,2-trimethyl-ethyl)-amide). Yield: 41.0%. As a reaction SMILES: [C:1](#[N:5])C(C)C.[CH3:6][Si]([N-][Si](C)(C)C)(C)C.[Na+].[CH:16](=[N:18]/[S@@:19]([C:21]([CH3:24])([CH3:23])[CH3:22])=[O:20])\[CH3:17].C(O[CH2:28][CH3:29])C>C1COCC1>[C:1]([C:28]([CH3:29])([CH3:6])[C@@H:16]([NH:18][S@@:19]([C:21]([CH3:24])([CH3:23])[CH3:22])=[O:20])[CH3:17])#[N:5] |f:1.2|. Procedure details: In a flask, isobutyronitrile (6.39 g, 92.4 mmol) was dissolved in diethyl ether (190 mL) and cooled at −78° C. NaHMDS (1.0 M in THF, 99.0 mL, 99.0 mmol) was added and the mixture stirred for 30 min at −78° C. A solution of (R)-2-methyl-propane-2-sulfinic acid (E)-ethylideneamide (crude from step 1, 5.21 g, 33.0 mmol) in THF (50.0 mL) was slowly added. The mixture was stirred at −78° C. for 2 h then allowed to warm to room temperature overnight. The reaction mixture was quenched with saturated aq...